This data is from the Open Reaction Database (ORD), a public repository of structured organic reaction records. The task is: describe an organic reaction: reactants, conditions, products, and yield The reactants are C(C)(=O)N1[C@H](C[C@H](C2=CC(=CC=C12)C=1C=CC(=NC1)C(=O)OC)NC1=NC=C(C=C1)C#N)C (Methyl 5-((2S,4R)-1-acetyl-4-((5-cyanopyridin-2-yl)amino)-2-methyl-1,2,3,4-tetrahydroquinolin-6-yl)picolinate), [OH-].[Li+] (lithium hydroxide), C(C)(=O)O (acetic acid), Intermediate 33, O (Water). The solvent is O1CCOCC1 (1,4-dioxane). Conditions: time 1 hour. The product is C(C)(=O)N1[C@H](C[C@H](C2=CC(=CC=C12)C=1C=CC(=NC1)C(=O)O)NC1=NC=C(C=C1)C#N)C (5-((2S,4R)-1-acetyl-4-((5-cyanopyridin-2-yl)amino)-2-methyl-1,2,3,4-tetrahydroquinolin-6-yl)picolinic acid). Isolated yield 68.3%. Reaction SMILES: [C:1]([N:4]1[C:13]2[C:8](=[CH:9][C:10]([C:14]3[CH:15]=[CH:16][C:17]([C:20]([O:22]C)=[O:21])=[N:18][CH:19]=3)=[CH:11][CH:12]=2)[C@H:7]([NH:24][C:25]2[CH:30]=[CH:29][C:28]([C:31]#[N:32])=[CH:27][N:26]=2)[CH2:6][C@@H:5]1[CH3:33])(=[O:3])[CH3:2].O.[OH-].[Li+].C(O)(=O)C>O1CCOCC1>[C:1]([N:4]1[C:13]2[C:8](=[CH:9][C:10]([C:14]3[CH:15]=[CH:16][C:17]([C:20]([OH:22])=[O:21])=[N:18][CH:19]=3)=[CH:11][CH:12]=2)[C@H:7]([NH:24][C:25]2[CH:30]=[CH:29][C:28]([C:31]#[N:32])=[CH:27][N:26]=2)[CH2:6][C@@H:5]1[CH3:33])(=[O:3])[CH3:2] |f:2.3|. Procedure: Methyl 5-((2S,4R)-1-acetyl-4-((5-cyanopyridin-2-yl)amino)-2-methyl-1,2,3,4-tetrahydroquinolin-6-yl)picolinate (for a preparation see Intermediate 33)(2.94 g, 6.66 mmol) was dissolved in anhydrous 1,4-dioxane (20 ml). Water (20.0 ml) was added followed by lithium hydroxide (0.319 g, 13.32 mmol) and reaction mixture stirred at r.t. After 1 h, the 1,4-dioxane was removed in vacuo and aqueous residue was treated with acetic acid (1.144 ml, 19.98 mmol). The resulting orange precipitate was stirred fo... The reactants are Cl (hydrochloric acid), N (ammonia), C(=O)N(C1=CC(=C(C=C1)NC=1N=CC2=C(N1)C(=C(S2)C(=O)N)C2=C(C=CC=C2)OC)OC(C)C)C2CCN(CC2)C (2-{4-[formyl-(1-methylpiperidin-4-yl)amino]-2-isopropoxyphenylamino}-7-(2-methoxyphenyl)thieno[3,2-d]pyrimidine-6-carboxamide), Cl (hydrochloric acid). Run in O (water). Run at time 40 hour. The product is C(C)(C)OC1=C(C=CC(=C1)NC1CCN(CC1)C)NC=1N=CC2=C(N1)C(=C(S2)C(=O)N)C2=C(C=CC=C2)OC (2-[2-isopropoxy-4-(1-methylpiperidin-4-ylamino)phenylamino]-7-(2-methoxyphenyl)thieno[3,2-d]pyrimidine-6-carboxamide). Isolated yield 54.7%. Reaction SMILES: Cl.C([N:4]([CH:36]1[CH2:41][CH2:40][N:39]([CH3:42])[CH2:38][CH2:37]1)[C:5]1[CH:10]=[CH:9][C:8]([NH:11][C:12]2[N:13]=[CH:14][C:15]3[S:20][C:19]([C:21]([NH2:23])=[O:22])=[C:18]([C:24]4[CH:29]=[CH:28][CH:27]=[CH:26][C:25]=4[O:30][CH3:31])[C:16]=3[N:17]=2)=[C:7]([O:32][CH:33]([CH3:35])[CH3:34])[CH:6]=1)=O.N>O>[CH:33]([O:32][C:7]1[CH:6]=[C:5]([NH:4][CH:36]2[CH2:37][CH2:38][N:39]([CH3:42])[CH2:40][CH2:41]2)[CH:10]=[CH:9][C:8]=1[NH:11][C:12]1[N:13]=[CH:14][C:15]2[S:20][C:19]([C:21]([NH2:23])=[O:22])=[C:18]([C:24]3[CH:29]=[CH:28][CH:27]=[CH:26][C:25]=3[O:30][CH3:31])[C:16]=2[N:17]=1)([CH3:35])[CH3:34]. Reported procedure: A 5N hydrochloric acid solution (6.25 ml) is added to a single-necked round-bottomed flask containing 0.25 g of 2-{4-[formyl-(1-methylpiperidin-4-yl)amino]-2-isopropoxyphenylamino}-7-(2-methoxyphenyl)thieno[3,2-d]pyrimidine-6-carboxamide. The reaction mixture is stirred at ambient temperature for 40 h, and then a further 2.0 ml of 5N hydrochloric acid solution are added and the stirring is continued for 20 h. The mixture is then poured into 25 ml of water and alkalinized by adding a solution of ... Reactants: [Al+3], CCOC(C)=O, CCS, CCCCCC, ClC(Cl)Cl, [Cl-], [Cl-], [Cl-], COc1cc2c(c(C(C)C)c1OC)C(=O)N(CSc1nnnn1-c1ccccc1)S2(=O)=O. Yields the product COc1cc2c(c(C(C)C)c1O)C(=O)N(CSc1nnnn1-c1ccccc1)S2(=O)=O. Reaction SMILES: [Al+3:34].[C:46]([O:47][CH2:48][CH3:49])(=[O:50])[CH3:51].[CH2:37]([SH:38])[CH3:39].[CH3:40][CH2:41][CH2:42][CH2:43][CH2:44][CH3:45].[CH:52]([Cl:53])([Cl:54])[Cl:55].[Cl-:33].[Cl-:35].[Cl-:36].[c:1]1(-[n:7]2[n:8][n:9][n:10][c:11]2[S:12][CH2:13][N:14]2[S:15](=[O:16])(=[O:17])[c:18]3[cH:19][c:20]([O:31][CH3:32])[c:21]([O:29][CH3:30])[c:22]([CH:26]([CH3:27])[CH3:28])[c:23]3[C:24]2=[O:25])[cH:2][cH:3][cH:4][cH:5][cH:6]1>>[c:1]1(-[n:7]2[n:8][n:9][n:10][c:11]2[S:12][CH2:13][N:14]2[S:15](=[O:16])(=[O:17])[c:18]3[cH:19][c:20]([O:31][CH3:32])[c:21]([OH:29])[c:22]([CH:26]([CH3:27])[CH3:28])[c:23]3[C:24]2=[O:25])[cH:2][cH:3][cH:4][cH:5][cH:6]1. The reactants are ClCCl (dichloromethane), [OH-].COC(=O)NS(=O)(=O)[N+](CC)(CC)CC ((Methoxycarbonylsulfamoyl)triethylammonium hydroxide), salt, NC(=O)C=1NC(N(C1)C1CCN(CC1)C(=O)OC(C)(C)C)=O (tert-butyl 4-[4-(aminocarbonyl)-2-oxo-2,3-dihydro-1H-imidazol-1-yl]piperidine-1-carboxylate), C([O-])(O)=O.[Na+] (sodium bicarbonate). Run in ClC(C)Cl (dichloroethane). Run at temperature 50 celsius, time 1 hour. Product: C(#N)C=1NC(N(C1)C1CCN(CC1)C(=O)OC(C)(C)C)=O (tert-Butyl 4-(4-cyano-2-oxo-2,3-dihydro-1H-imidazol-1-yl)piperidine-1-carboxylate). Yield: 54.5%. As a reaction SMILES: [OH-].COC(NS([N+](CC)(CC)CC)(=O)=O)=O.[NH2:17][C:18]([C:20]1[NH:21][C:22](=[O:38])[N:23]([CH:25]2[CH2:30][CH2:29][N:28]([C:31]([O:33][C:34]([CH3:37])([CH3:36])[CH3:35])=[O:32])[CH2:27][CH2:26]2)[CH:24]=1)=O.ClCCl.C(=O)(O)[O-].[Na+]>ClC(Cl)C>[C:18]([C:20]1[NH:21][C:22](=[O:38])[N:23]([CH:25]2[CH2:26][CH2:27][N:28]([C:31]([O:33][C:34]([CH3:36])([CH3:35])[CH3:37])=[O:32])[CH2:29][CH2:30]2)[CH:24]=1)#[N:17] |f:0.1,4.5|. Reported procedure: (Methoxycarbonylsulfamoyl)triethylammonium hydroxide, inner salt (179.7 mg, 0.754 mmol) was added to a solution of tert-butyl 4-[4-(aminocarbonyl)-2-oxo-2,3-dihydro-1H-imidazol-1-yl]piperidine-1-carboxylate (78 mg, 0.251 mmol) in dichloroethane (5 mL) and was heated to 50° C. After 1 h, the reaction was worked up with dichloromethane and saturated sodium bicarbonate. The organic extracts were washed with brine, dried over sodium sulfate, filtered and concentrated. Purification by silica gel chro... Reactants: ClC=1C=C(C=CC1NC([C@@](C(F)(F)F)(C)O)=O)S(=O)(=O)Cl (3-chloro-4-[[(2R)-3,3,3-trifluoro-2-hydroxy-2-methyl-propanoyl]amino]benzenesulfonyl chloride), N1=CC=CC=C1 (pyridine), CCCC(C)C (iso-hexane), NC1=C(C=CC=C1)S(=O)(=O)N (2-aminobenzenesulfonamide). Reagents/catalysts: CN(C)C=1C=CN=CC1 (DMAP). The solvent is C(Cl)Cl (DCM), C(C)(=O)OCC (ethyl acetate). Conditions: time 18 hour. Yields the product ClC1=C(C=CC(=C1)S(NC1=C(C=CC=C1)S(N)(=O)=O)(=O)=O)NC([C@@](C(F)(F)F)(C)O)=O ((2R)—N-[2-Chloro-4-[(2-sulfamoylphenyl)sulfamoyl]phenyl]-3,3,3-trifluoro-2-hydroxy-2-methyl-propanamide). As a reaction SMILES: [Cl:1][C:2]1[CH:3]=[C:4]([S:18](Cl)(=[O:20])=[O:19])[CH:5]=[CH:6][C:7]=1[NH:8][C:9](=[O:17])[C@:10]([OH:16])([CH3:15])[C:11]([F:14])([F:13])[F:12].N1C=CC=CC=1.[NH2:28][C:29]1[CH:34]=[CH:33][CH:32]=[CH:31][C:30]=1[S:35]([NH2:38])(=[O:37])=[O:36].CCCC(C)C>C(Cl)Cl.CN(C1C=CN=CC=1)C.C(OCC)(=O)C>[Cl:1][C:2]1[CH:3]=[C:4]([S:18](=[O:20])(=[O:19])[NH:28][C:29]2[CH:34]=[CH:33][CH:32]=[CH:31][C:30]=2[S:35](=[O:37])(=[O:36])[NH2:38])[CH:5]=[CH:6][C:7]=1[NH:8][C:9](=[O:17])[C@:10]([OH:16])([CH3:15])[C:11]([F:14])([F:13])[F:12]. Procedure: To a solution of 3-chloro-4-[[(2R)-3,3,3-trifluoro-2-hydroxy-2-methyl-propanoyl]amino]benzenesulfonyl chloride (110 mg, 0.3 mmol) in DCM (5 ml) and pyridine (30 μl, 0.33 mmol) was added DMAP (˜2 mg) followed by 2-aminobenzenesulfonamide (52 mg, 0.3 mmol). The resulting mixture was stirred at RT for 18 h. The solution was concentrated and partitioned between ethyl acetate (6 ml) and 1M HCl (5 ml). The organic layer was separated, washed with saturated NaHCO3, dried (MgSO4) and evaporated to give ... Starting materials: COC(=O)c1ccccc1NC(=O)C=C(C)C, Cl[Al](Cl)Cl, ClCCCl, ClCCl. Yields the product COC(=O)c1cccc2c1NC(=O)CC2(C)C. RXN SMILES: [CH3:1][C:2](=[CH:3][C:4](=[O:5])[NH:6][c:7]1[c:8]([C:9](=[O:10])[O:11][CH3:12])[cH:13][cH:14][cH:15][cH:16]1)[CH3:17].[Cl:18][Al:19]([Cl:20])[Cl:21].[Cl:22][CH2:23][CH2:24][Cl:25].[Cl:26][CH2:27][Cl:28]>>[CH3:1][C:2]1([CH3:17])[CH2:3][C:4](=[O:5])[NH:6][c:7]2[c:8]([C:9](=[O:10])[O:11][CH3:12])[cH:13][cH:14][cH:15][c:16]21. Reactants: C(C)(C)(C)C1=CC(=C(C=C1)C=1N(C(C(N1)(C)C1=CC=C(C=C1)Cl)C1=CC=C(C=C1)Cl)C(=O)Cl)OCC (rac-(4S*,5R*)-2-(4-tert-butyl-2-ethoxy-phenyl)-4,5-bis-(4-chloro-phenyl)-4-methyl-4,5-dihydro-imidazole-1-carbonyl chloride), CS(=O)(=O)N1CCNCC1 (1-methylsulfonyl-piperazine). Yields the product C(C)(C)(C)C1=CC(=C(C=C1)C=1N([C@@H]([C@](N1)(C)C1=CC=C(C=C1)Cl)C1=CC=C(C=C1)Cl)C(=O)N1CCN(CC1)S(=O)(=O)C)OCC (rac-[(4S*,5R*)-2-(4-tert-Butyl-2-ethoxy-phenyl)-4,5-bis-(4-chloro-phenyl)-4-methyl-4,5-dihydro-imidazol-1-yl]-(4-methanesulfonyl-piperazin-1-yl)-methanone). Reaction SMILES: [C:1]([C:5]1[CH:10]=[CH:9][C:8]([C:11]2[N:12]([C:31](Cl)=[O:32])[CH:13]([C:24]3[CH:29]=[CH:28][C:27]([Cl:30])=[CH:26][CH:25]=3)[C:14]([C:17]3[CH:22]=[CH:21][C:20]([Cl:23])=[CH:19][CH:18]=3)([CH3:16])[N:15]=2)=[C:7]([O:34][CH2:35][CH3:36])[CH:6]=1)([CH3:4])([CH3:3])[CH3:2].[CH3:37][S:38]([N:41]1[CH2:46][CH2:45][NH:44][CH2:43][CH2:42]1)(=[O:40])=[O:39]>>[C:1]([C:5]1[CH:10]=[CH:9][C:8]([C:11]2[N:12]([C:31]([N:44]3[CH2:45][CH2:46][N:41]([S:38]([CH3:37])(=[O:40])=[O:39])[CH2:42][CH2:43]3)=[O:32])[C@H:13]([C:24]3[CH:25]=[CH:26][C:27]([Cl:30])=[CH:28][CH:29]=3)[C@@:14]([C:17]3[CH:18]=[CH:19][C:20]([Cl:23])=[CH:21][CH:22]=3)([CH3:16])[N:15]=2)=[C:7]([O:34][CH2:35][CH3:36])[CH:6]=1)([CH3:2])([CH3:3])[CH3:4]. Procedure details: In a manner analogous to the method described in example 5, rac-(4S*,5R*)-2-(4-tert-butyl-2-ethoxy-phenyl)-4,5-bis-(4-chloro-phenyl)-4-methyl-4,5-dihydro-imidazole-1-carbonyl chloride was reacted with 1-methylsulfonyl-piperazine (Aldrich) to give the title compound. LC-MS: 671.2 [(M+H)+] Starting materials: C1(=CC=CC=C1)COC1=CC=C(OC[C@@H]2OC2)C=C1 ((R)-{[4-(Phenylmethoxy)phenoxy]methyl}-oxirane), C(C1=CC=CC=C1)C1(CCNCC1)O (4-benzyl-4-hydroxy-piperidine). The solvent is C(C)O (ethanol). Yields the product C(C1=CC=CC=C1)C1(CCN(CC1)C[C@H](COC1=CC=C(C=C1)OCC1=CC=CC=C1)O)O ((R)-4-benzyl-1-[3-(4-benzyloxy-phenoxy)-2-hydroxy-propyl]-piperidin-4-ol). Yield: 86.3%. As a reaction SMILES: [C:1]1([CH2:7][O:8][C:9]2[CH:19]=[CH:18][C:12]([O:13][CH2:14][C@H:15]3[CH2:17][O:16]3)=[CH:11][CH:10]=2)[CH:6]=[CH:5][CH:4]=[CH:3][CH:2]=1.[CH2:20]([C:27]1([OH:33])[CH2:32][CH2:31][NH:30][CH2:29][CH2:28]1)[C:21]1[CH:26]=[CH:25][CH:24]=[CH:23][CH:22]=1>C(O)C>[CH2:20]([C:27]1([OH:33])[CH2:32][CH2:31][N:30]([CH2:17][C@@H:15]([OH:16])[CH2:14][O:13][C:12]2[CH:18]=[CH:19][C:9]([O:8][CH2:7][C:1]3[CH:6]=[CH:5][CH:4]=[CH:3][CH:2]=3)=[CH:10][CH:11]=2)[CH2:29][CH2:28]1)[C:21]1[CH:22]=[CH:23][CH:24]=[CH:25][CH:26]=1. Reported procedure: (R)-{[4-(Phenylmethoxy)phenoxy]methyl}-oxirane (0.55 g, 2.2 mmol) and 4-benzyl-4-hydroxy-piperidine (0.49 g, 2.4 mmol) were dissolved in ethanol (10 ml) and refluxed for 2 h. After evaporation of the solvent, the residue was chromatographed over silica gel (ethyl acetate-MeOH, 9:1) to give (R)-4-benzyl-1-[3-(4-benzyloxy-phenoxy)-2-hydroxy-propyl]-piperidin-4-ol (0.85 g, 88%) as colorless oil. MS: m/e=448.5 (M+H+).